Dataset: the Open Reaction Database (ORD), a public repository of structured organic reaction records. Task: describe an organic reaction: reactants, conditions, products, and yield Yields the product CC1(C)Oc2c(Cl)cc(F)c(N=C=O)c2O1. RXN SMILES: [CH3:23][c:24]1[cH:25][cH:26][cH:27][cH:28][cH:29]1.[Cl:15][C:16](=[O:17])[O:18][C:19]([Cl:20])([Cl:21])[Cl:22].[NH2:1][c:2]1[c:3]([F:14])[cH:4][c:5]([Cl:13])[c:6]2[c:10]1[O:9][C:8]([CH3:11])([CH3:12])[O:7]2>>[N:1]([c:2]1[c:3]([F:14])[cH:4][c:5]([Cl:13])[c:6]2[c:10]1[O:9][C:8]([CH3:11])([CH3:12])[O:7]2)=[C:16]=[O:17]. Starting materials: Cc1ccccc1, O=C(Cl)OC(Cl)(Cl)Cl, CC1(C)Oc2c(Cl)cc(F)c(N)c2O1.